describe an organic reaction: reactants, conditions, products, and yield From a dataset of the Open Reaction Database (ORD), a public repository of structured organic reaction records. The reactants are [Al+3], C1CCOC1, COc1ccc(C2(C(=O)O)CC2)cc1, [H-], [H-], [H-], [H-], [Li+]. Product: COc1ccc(C2(CO)CC2)cc1. RXN SMILES: [Al+3:16].[CH2:21]1[O:22][CH2:23][CH2:24][CH2:25]1.[CH3:1][O:2][c:3]1[cH:4][cH:5][c:6]([C:9]2([C:12](=[O:13])[OH:14])[CH2:10][CH2:11]2)[cH:7][cH:8]1.[H-:15].[H-:18].[H-:19].[H-:20].[Li+:17]>>[CH3:1][O:2][c:3]1[cH:4][cH:5][c:6]([C:9]2([CH2:12][OH:13])[CH2:10][CH2:11]2)[cH:7][cH:8]1. The reactants are IC=1C=C(C=CC1)NS(=O)(=O)C(F)(F)F (N-(3-iodophenyl)-1,1,1-trifluoromethanesulfonamide), C[Si](C)(C)C#C (trimethylsilylacetylene). Yields the product C[Si](C#CC=1C=C(C=CC1)NS(=O)(=O)C(F)(F)F)(C)C (N-[3-(2-trimethylsilylethinyl)-phenyl]-1,1,1-trifluoromethanesulfonamide). Yield: 47.9%. As a reaction SMILES: I[C:2]1[CH:3]=[C:4]([NH:8][S:9]([C:12]([F:15])([F:14])[F:13])(=[O:11])=[O:10])[CH:5]=[CH:6][CH:7]=1.[CH3:16][Si:17]([C:20]#[CH:21])([CH3:19])[CH3:18]>>[CH3:16][Si:17]([CH3:19])([CH3:18])[C:20]#[C:21][C:2]1[CH:3]=[C:4]([NH:8][S:9]([C:12]([F:15])([F:14])[F:13])(=[O:11])=[O:10])[CH:5]=[CH:6][CH:7]=1. Reported procedure: Under the conditions of example 5A, 6.2 g of N-(3-iodophenyl)-1,1,1-trifluoromethanesulfonamide is reacted with 2.07 g of trimethylsilylacetylene, worked up, and the crude product is chromatographed on silica gel with hexane/0-25% ethyl acetate. 2.72 g of N-[3-(2-trimethylsilylethinyl)-phenyl]-1,1,1-trifluoromethanesulfonamide is obtained as yellow oil.